This data is from the Open Reaction Database (ORD), a public repository of structured organic reaction records. The task is: describe an organic reaction: reactants, conditions, products, and yield The reactants are BrCC(=O)C1=CC(=C(C(=C1)[N+](=O)[O-])O)OC (2-bromo-4'-hydroxy-3'-methoxy-5'-nitroacetophenone), C1(=C(C=CC=C1)N)N (1,2-phenylenediamine), C(C)(=O)[O-].[Na+] (sodium acetate). Solvent: CO (methanol). The product is OC1=C(C=C(C=C1[N+](=O)[O-])C1=NC2=CC=CC=C2N=C1)OC (2-(4-hydroxy-3-methoxy-5-nitrophenyl)quinoxaline). RXN SMILES: Br[CH2:2][C:3]([C:5]1[CH:10]=[C:9]([N+:11]([O-:13])=[O:12])[C:8]([OH:14])=[C:7]([O:15][CH3:16])[CH:6]=1)=O.[C:17]1([NH2:24])[CH:22]=[CH:21][CH:20]=[CH:19][C:18]=1[NH2:23].C([O-])(=O)C.[Na+]>CO>[OH:14][C:8]1[C:9]([N+:11]([O-:13])=[O:12])=[CH:10][C:5]([C:3]2[CH:2]=[N:24][C:17]3[C:18](=[CH:19][CH:20]=[CH:21][CH:22]=3)[N:23]=2)=[CH:6][C:7]=1[O:15][CH3:16] |f:2.3|. Procedure details: ada) A suspension of 14.5 g of 2-bromo-4'-hydroxy-3'-methoxy-5'-nitroacetophenone and 5.41 g of 1,2-phenylenediamine in 350 ml of methanol is treated with 4.92 g of sodium acetate and the mixture is heated to boiling under reflux for 22 hours. The reaction mixture is then evaporated, the residue is dissolved in methylene chloride, this solution is washed four times with water, dried over sodium sulfate, filtered and evaporated. There is obtained 2-(4-hydroxy-3-methoxy-5-nitrophenyl)quinoxaline o... Starting materials: BrC1=NC=CC=C1 (2-bromopyridine), N1N=C(C=C1)C=O (3-pyrazolecarboxaldehyde), C([O-])([O-])=O.[K+].[K+] (potassium carbonate). The solvent is CN(C)C=O (DMF), O (water). Conditions: temperature 120 celsius. The product is N1=C(C=CC=C1)N1N=CC(=C1)C=O (1-pyridin-2-yl-1H-pyrazole-4-carbaldehyde). As a reaction SMILES: Br[C:2]1[CH:7]=[CH:6][CH:5]=[CH:4][N:3]=1.[NH:8]1[CH:12]=[CH:11][C:10](C=O)=[N:9]1.[C:15](=O)([O-])[O-:16].[K+].[K+]>CN(C=O)C.O>[N:3]1[CH:4]=[CH:5][CH:6]=[CH:7][C:2]=1[N:9]1[CH:10]=[C:11]([CH:15]=[O:16])[CH:12]=[N:8]1 |f:2.3.4|. Procedure: A mixture of 2-bromopyridine (3.4 mmol), 3-pyrazolecarboxaldehyde (3.2 mmol), and potassium carbonate (3.4 mmol) in anhydrous DMF (6 mL) was heated to 120° C. for 24 h. The reaction was cooled to RT, diluted with water, and extracted with EtOAc (3 x). The organic layers were combined and dried (Na2SO4), filtered, and concentrated. The title compound was obtained upon purification (SGC using EtOAc:hexanes gradient eluant from 0% to 100% EtOAc). The reactants are C1(CCCCC1)N=C=NC1CCCCC1 (N,N'-dicyclohexylcarbodiimide), N1=C(C=CC=C1)C(=O)O (picolinic acid), ON1C(CCC1=O)=O (N-hydroxysuccinimide). The solvent is CN(C=O)C (dimethylformamide). Conditions: time 8 hour. Product: N1=C(C=CC=C1)C(=O)ON1C(CCC1=O)=O (N-picolinoyloxysuccinimide). RXN SMILES: C1(N=C=NC2CCCCC2)CCCCC1.[N:16]1[CH:21]=[CH:20][CH:19]=[CH:18][C:17]=1[C:22]([OH:24])=[O:23].O[N:26]1[C:30](=[O:31])[CH2:29][CH2:28][C:27]1=[O:32]>CN(C)C=O>[N:16]1[CH:21]=[CH:20][CH:19]=[CH:18][C:17]=1[C:22]([O:24][N:26]1[C:30](=[O:31])[CH2:29][CH2:28][C:27]1=[O:32])=[O:23]. Reported procedure: The N-picolinoyloxysuccinimide is prepared by adding 8.4 g of N,N'-dicyclohexylcarbodiimide to a solution of 5.0 g of picolinic acid and 4.7 g of N-hydroxysuccinimide in 50 ml of dimethylformamide. The mixture is stirred overnight, triturated with ether and recrystallized from ethyl acetate, methylene chloride (1:1). The solid is collected and dried; mp. 174°-175°. Reactants: N#N (N2), FC(C=1C=C(C=C(C1)C(F)(F)F)[C@@H]1[C@@H](N(C(O1)=O)CC1=C(C=C(C=C1)F)Cl)C)(F)F ((4S,5R)-5-[3,5-bis(trifluoromethyl)phenyl]-3-(2-chloro-4-fluorobenzyl)-4-methyl-1,3-oxazolidin-2-one), FC1=CC(=C(C=C1C(C)C)B(O)O)OC ((4-fluoro-5-isopropyl-2-methoxyphenyl)boronic acid), [OH-].[K+] (potassium hydroxide), C(C)(C)(C)P(C(C)(C)C)C(C)(C)C (tri-tert-butylphosphine). The reagents and catalysts are C(C)(=O)[O-].[Pd+2].C(C)(=O)[O-] (palladium(II) acetate). The solvent is O1CCOCC1 (1,4-dioxane), CCCCCC (hexane). Yields the product FC(C=1C=C(C=C(C1)C(F)(F)F)[C@@H]1[C@@H](N(C(O1)=O)CC1=C(C=C(C=C1)F)C1=C(C=C(C(=C1)C(C)C)F)OC)C)(F)F ((4S,5R)-5-[3,5-bis(trifluoromethyl)phenyl]-3-[(4′,5-difluoro-5′-isopropyl-2′-methoxybiphenyl-2-yl)methyl]-4-methyl-1,3-oxazolidin-2-one). As a reaction SMILES: [F:1][C:2]([F:30])([F:29])[C:3]1[CH:4]=[C:5]([C@H:13]2[O:17][C:16](=[O:18])[N:15]([CH2:19][C:20]3[CH:25]=[CH:24][C:23]([F:26])=[CH:22][C:21]=3Cl)[C@H:14]2[CH3:28])[CH:6]=[C:7]([C:9]([F:12])([F:11])[F:10])[CH:8]=1.[F:31][C:32]1[C:37]([CH:38]([CH3:40])[CH3:39])=[CH:36][C:35](B(O)O)=[C:34]([O:44][CH3:45])[CH:33]=1.[OH-].[K+].C(P(C(C)(C)C)C(C)(C)C)(C)(C)C.N#N>O1CCOCC1.C([O-])(=O)C.[Pd+2].C([O-])(=O)C.CCCCCC>[F:1][C:2]([F:30])([F:29])[C:3]1[CH:4]=[C:5]([C@H:13]2[O:17][C:16](=[O:18])[N:15]([CH2:19][C:20]3[CH:25]=[CH:24][C:23]([F:26])=[CH:22][C:21]=3[C:35]3[CH:36]=[C:37]([CH:38]([CH3:40])[CH3:39])[C:32]([F:31])=[CH:33][C:34]=3[O:44][CH3:45])[C@H:14]2[CH3:28])[CH:6]=[C:7]([C:9]([F:12])([F:11])[F:10])[CH:8]=1 |f:2.3,7.8.9|. Procedure details: To a solution of (4S,5R)-5-[3,5-bis(trifluoromethyl)phenyl]-3-(2-chloro-4-fluorobenzyl)-4-methyl-1,3-oxazolidin-2-one (100 mg, 0.22 mmol) in 1,4-dioxane (1 mL) was added (4-fluoro-5-isopropyl-2-methoxyphenyl)boronic acid (55.8 mg, 0.26 mmol), palladium(II) acetate (10 mg, 20 mol %), potassium hydroxide aqueous solution (147 μL, 3M, 2 eq.) and tri-tert-butylphosphine (13.4 mg, 0.066 mmol, 30 mol % as a 10% w/w hexane solution). The resulting reaction mixture was N2 purged and sealed in a microwav... Reactants: C(C)(C)(C)C1=CC(=C(C=C1)C=1N(C(C(N1)(C)C1=CC=C(C=C1)Cl)(C)C1=CC=C(C=C1)Cl)C(=O)Cl)OC(C)C (rac-(4S*,5R*)-2-(4-tert-butyl-2-isopropoxy-phenyl)-4,5-bis-(4-chloro-phenyl)-4,5-dimethyl-4,5-dihydro-imidazole-1-carbonyl chloride), COCCCN1CCNCC1 (1-(3-methoxy-propyl)-piperazine). Yields the product C(C)(C)(C)C1=CC(=C(C=C1)C=1N([C@]([C@](N1)(C)C1=CC=C(C=C1)Cl)(C)C1=CC=C(C=C1)Cl)C(=O)N1CCN(CC1)CCCOC)OC(C)C (rac-[(4S*,5R*)-2-(4-tert-Butyl-2-isopropoxy-phenyl)-4,5-bis-(4-chloro-phenyl)-4,5-dimethyl-4,5-dihydro-imidazol-1-yl]-[4-(3-methoxy-propyl)-piperazin-1-yl]-methanone). Reaction SMILES: [C:1]([C:5]1[CH:10]=[CH:9][C:8]([C:11]2[N:12]([C:32](Cl)=[O:33])[C:13]([C:25]3[CH:30]=[CH:29][C:28]([Cl:31])=[CH:27][CH:26]=3)([CH3:24])[C:14]([C:17]3[CH:22]=[CH:21][C:20]([Cl:23])=[CH:19][CH:18]=3)([CH3:16])[N:15]=2)=[C:7]([O:35][CH:36]([CH3:38])[CH3:37])[CH:6]=1)([CH3:4])([CH3:3])[CH3:2].[CH3:39][O:40][CH2:41][CH2:42][CH2:43][N:44]1[CH2:49][CH2:48][NH:47][CH2:46][CH2:45]1>>[C:1]([C:5]1[CH:10]=[CH:9][C:8]([C:11]2[N:12]([C:32]([N:47]3[CH2:48][CH2:49][N:44]([CH2:43][CH2:42][CH2:41][O:40][CH3:39])[CH2:45][CH2:46]3)=[O:33])[C@@:13]([C:25]3[CH:26]=[CH:27][C:28]([Cl:31])=[CH:29][CH:30]=3)([CH3:24])[C@@:14]([C:17]3[CH:22]=[CH:21][C:20]([Cl:23])=[CH:19][CH:18]=3)([CH3:16])[N:15]=2)=[C:7]([O:35][CH:36]([CH3:38])[CH3:37])[CH:6]=1)([CH3:4])([CH3:3])[CH3:2]. Procedure details: In a manner analogous to the method described in example 5, rac-(4S*,5R*)-2-(4-tert-butyl-2-isopropoxy-phenyl)-4,5-bis-(4-chloro-phenyl)-4,5-dimethyl-4,5-dihydro-imidazole-1-carbonyl chloride was reacted with 1-(3-methoxy-propyl)-piperazine (Aldrich) to give the title compound. HR-MS (ES, m/z) calculated for C39H51N4O3Cl2 [(M+H)+] 693.3333, observed 693.3334. Starting materials: O=C([O-])[O-], CN(C)C=O, O=C1c2c(Cl)cccc2-n2cnc(C(=O)n3ccnc3)c2C2CCCN12, [K+], [K+], O, Oc1ccccc1. Product: O=C(Oc1ccccc1)c1ncn2c1C1CCCN1C(=O)c1c(Cl)cccc1-2. RXN SMILES: [C:34](=[O:35])([O-:36])[O-:37].[CH3:40][N:41]([CH3:42])[CH:43]=[O:44].[Cl:1][c:2]1[cH:3][cH:4][cH:5][c:6]2[c:7]1[C:8](=[O:26])[N:9]1[CH:10]([c:11]3[n:12]-2[cH:13][n:14][c:15]3[C:16](=[O:17])[n:18]2[cH:19][cH:20][n:21][cH:22]2)[CH2:23][CH2:24][CH2:25]1.[K+:38].[K+:39].[OH2:45].[OH:27][c:28]1[cH:29][cH:30][cH:31][cH:32][cH:33]1>>[Cl:1][c:2]1[cH:3][cH:4][cH:5][c:6]2[c:7]1[C:8](=[O:26])[N:9]1[CH:10]([c:11]3[n:12]-2[cH:13][n:14][c:15]3[C:16](=[O:17])[O:27][c:28]2[cH:29][cH:30][cH:31][cH:32][cH:33]2)[CH2:23][CH2:24][CH2:25]1.